Task: describe an organic reaction: reactants, conditions, products, and yield. Dataset: the Open Reaction Database (ORD), a public repository of structured organic reaction records Reactants: CS(=O)(=O)OCCC(C1=CC=C(C=C1)C(F)(F)F)C1=CNC2=C(C(=CC=C12)F)CSC (3-{6-Fluoro-7-[(methylsulfanyl)methyl]-1H-indol-3-yl}-3-[4-(trifluoromethyl)phenyl]propyl methanesulfonate), ClC1=CC=C(C=C1)C(CCC#N)C1=CNC2=C(C(=CC=C12)F)CSC (4-(4-Chlorophenyl)-4-{6-fluoro-7-[(methylsulfanyl)methyl]-1H-indol-3-yl}butanonitrile). Yields the product FC1=CC=C2C(=CNC2=C1CSC)C(CCC#N)C1=CC=C(C=C1)C(F)(F)F (4-{6-Fluoro-7-[(methylsulfanyl)methyl]-1H-indol-3-yl}-4-[4-(trifluoromethyl)phenyl]butanonitrile). Reaction SMILES: CS(O[CH2:6][CH2:7][CH:8]([C:19]1[C:27]2[C:22](=[C:23]([CH2:29][S:30][CH3:31])[C:24]([F:28])=[CH:25][CH:26]=2)[NH:21][CH:20]=1)[C:9]1[CH:14]=[CH:13][C:12]([C:15]([F:18])([F:17])[F:16])=[CH:11][CH:10]=1)(=O)=O.ClC1C=CC(C(C2C3C(=C(CSC)C(F)=CC=3)NC=2)CC[C:42]#[N:43])=CC=1>>[F:28][C:24]1[C:23]([CH2:29][S:30][CH3:31])=[C:22]2[C:27]([C:19]([CH:8]([C:9]3[CH:10]=[CH:11][C:12]([C:15]([F:17])([F:18])[F:16])=[CH:13][CH:14]=3)[CH2:7][CH2:6][C:42]#[N:43])=[CH:20][NH:21]2)=[CH:26][CH:25]=1. Reported procedure: The title compound was prepared starting from 2.20 g (4.62 mmol) of the compound from Example 67A in analogy to the synthesis of the compound from Example 50. 1.66 g (88% of theory) of the target compound were obtained. Starting materials: BrC=1C=C(C(N(C1)C)=O)NC=1N=NN(C1)C (5-Bromo-1-methyl-3-(1-methyl-1H-1,2,3-triazol-4-ylamino)pyridin-2(1H)-one), C(C)(=O)OCC=1C(=NC=CC1B1OC(C(O1)(C)C)(C)C)N1C(C2=C(C=C(C=C2C=N1)C(C)(C)C)F)=O ((2-(6-tert-butyl-8-fluoro-1-oxophthalazin-2(1H)-yl)-4-(4,4,5,5-tetramethyl-1,3,2-dioxaborolan-2-yl)pyridin-3-yl)methyl acetate). The product is C(C)(=O)OCC=1C(=NC=CC1C1=CN(C(C(=C1)NC=1N=NN(C1)C)=O)C)N1C(C2=C(C=C(C=C2C=N1)C(C)(C)C)F)=O ((2-(6-tert-Butyl-8-fluoro-1-oxophthalazin-2(1H)-yl)-4-(1-methyl-5-(1-methyl-1H-1,2,3-triazol-4-ylamino)-6-oxo-1,6-dihydropyridin-3-yl)pyridin-3-yl)methyl Acetate). The yield is 49.9%. As a reaction SMILES: Br[C:2]1[CH:3]=[C:4]([NH:10][C:11]2[N:12]=[N:13][N:14]([CH3:16])[CH:15]=2)[C:5](=[O:9])[N:6]([CH3:8])[CH:7]=1.[C:17]([O:20][CH2:21][C:22]1[C:23]([N:37]2[N:46]=[CH:45][C:44]3[C:39](=[C:40]([F:51])[CH:41]=[C:42]([C:47]([CH3:50])([CH3:49])[CH3:48])[CH:43]=3)[C:38]2=[O:52])=[N:24][CH:25]=[CH:26][C:27]=1B1OC(C)(C)C(C)(C)O1)(=[O:19])[CH3:18]>>[C:17]([O:20][CH2:21][C:22]1[C:23]([N:37]2[N:46]=[CH:45][C:44]3[C:39](=[C:40]([F:51])[CH:41]=[C:42]([C:47]([CH3:49])([CH3:48])[CH3:50])[CH:43]=3)[C:38]2=[O:52])=[N:24][CH:25]=[CH:26][C:27]=1[C:2]1[CH:3]=[C:4]([NH:10][C:11]2[N:12]=[N:13][N:14]([CH3:16])[CH:15]=2)[C:5](=[O:9])[N:6]([CH3:8])[CH:7]=1)(=[O:19])[CH3:18]. Procedure details: Following the procedure in Example 147d, and starting with 149c (120 mg, 0.42 mmol, 1 eq.) and 3-(acetoxymethyl)-2-(6-tert-butyl-8-fluoro-1-oxophthalazin-2(1H)-yl)pyridin-4-ylboronic acid (116c) (485 mg, 1.18 mmol, 2.8 eq.), afforded 149d as a yellow solid (120 mg, 50%). MS-ESI: [M+H]+ 573.3. As a reaction SMILES: [CH3:18][OH:19].[CH3:1][O:2][c:3]1[c:4](-[c:12]2[cH:13][n:14][n:15]([CH3:17])[cH:16]2)[cH:5][cH:6][c:7]([N+:9]([O-:10])=[O:11])[cH:8]1>>[CH3:1][O:2][c:3]1[c:4](-[c:12]2[cH:13][n:14][n:15]([CH3:17])[cH:16]2)[cH:5][cH:6][c:7]([NH2:9])[cH:8]1. The product is COc1cc(N)ccc1-c1cnn(C)c1. Starting materials: CO, COc1cc([N+](=O)[O-])ccc1-c1cnn(C)c1. Starting materials: C(C1CO1)OC1=CC=CC=C1 (Phenyl glycidyl ether), O (water), NCCNC1=C2C=NNC2=CC=C1 (4-(2-aminoethylamino)-indazole), CN(C=O)C (dimethylformamide). The solvent is C(Cl)Cl (methylene chloride). Reaction conditions: time 20 hour. Yields the product C(C1=CC=CC=C1)(=O)OC(COC1=CC=CC=C1)CNCCNC1=C2C=NNC2=CC=C1 (1-Phenoxy-3-[2-(4-indazolylamino)-ethylamino]-propan-2-ol benzoate). As a reaction SMILES: [CH2:1]([O:5][C:6]1[CH:11]=[CH:10][CH:9]=[CH:8][CH:7]=1)[CH:2]1[O:4][CH2:3]1.NC[CH2:14][NH:15][C:16]1[CH:24]=[CH:23][CH:22]=[C:21]2[C:17]=1[CH:18]=[N:19][NH:20]2.C[N:26]([CH3:29])[CH:27]=O.[OH2:30]>C(Cl)Cl>[C:3]([O:4][CH:2]([CH2:29][NH:26][CH2:27][CH2:14][NH:15][C:16]1[CH:24]=[CH:23][CH:22]=[C:21]2[C:17]=1[CH:18]=[N:19][NH:20]2)[CH2:1][O:5][C:6]1[CH:7]=[CH:8][CH:9]=[CH:10][CH:11]=1)(=[O:30])[C:6]1[CH:11]=[CH:10][CH:9]=[CH:8][CH:7]=1. Reported procedure: 3.0 g. Phenyl glycidyl ether and 7.0 g. 4-(2-aminoethylamino)-indazole are dissolved in 7 ml. dimethylformamide by warming and then left to stand for 20 hours at ambient temperature. The reaction mixture is dissolved in methylene chloride, shaken out 10 times with water and dried with anhydrous sodium sulphate. The solution is treated with fullers' earth, evaporated and the residue is dissolved in ethyl acetate and 3.0 g. benzoic acid added thereto. The salt obtained is recrystallized from isopr... The reactants are C([O-])([O-])=O.[K+].[K+] (potassium carbonate), (1,1′-bis-diphenylphosphino)-ferrocene, BrC=1C=NC=2C(CCC2C1)NC(=O)C1(CC1)NC(C(F)(F)F)=O (1-(2,2,2-trifluoro-acetylamino)-cyclopropanecarboxylic acid ((rac)-3-bromo-6,7-dihydro-5H-[1]pyrindin-7-yl)-amide), C(C)(=O)[O-].[K+] (potassium acetate), CC1(OB(OC1(C)C)B1OC(C(O1)(C)C)(C)C)C (4,4,4′,4′,5,5,5′,5′-octamethyl-2,2′-bi(1,3,2-dioxaborolane)), (1,1′-bis-diphenylphosphino)-ferrocene, BrC1=C(C(=CC(=C1)Cl)F)C1=NOC(=N1)C (3-(2-bromo-4-chloro-6-fluoro-phenyl)-5-methyl-[1,2,4]oxadiazole). Reagents/catalysts: [Pd](Cl)Cl (palladium-(II)dichloride), [Pd](Cl)Cl (palladium-(II)dichloride). Solvent: O (water), CS(=O)C (DMSO), O (H2O). Conditions: temperature 90 celsius, time 1.5 hour. The product is ClC=1C=C(C(=C(C1)C=1C=NC=2C(CCC2C1)NC(=O)C1(CC1)NC(C(F)(F)F)=O)C1=NOC(=N1)C)F (1-(2,2,2-Trifluoro-acetylamino)-cyclopropanecarboxylic acid{(rac)-3-[5-chloro-3-fluoro-2-(5-methyl-[1,2,4]oxadiazol-3-yl)-phenyl]-6,7-dihydro-5H-[1]pyrindin-7-yl}-amide). Isolated yield 50.2%. RXN SMILES: Br[C:2]1[CH:3]=[N:4][C:5]2[CH:6]([NH:11][C:12]([C:14]3([NH:17][C:18](=[O:23])[C:19]([F:22])([F:21])[F:20])[CH2:16][CH2:15]3)=[O:13])[CH2:7][CH2:8][C:9]=2[CH:10]=1.C([O-])(=O)C.[K+].CC1(C)C(C)(C)OB(B2OC(C)(C)C(C)(C)O2)O1.C(=O)([O-])[O-].[K+].[K+].Br[C:54]1[CH:59]=[C:58]([Cl:60])[CH:57]=[C:56]([F:61])[C:55]=1[C:62]1[N:66]=[C:65]([CH3:67])[O:64][N:63]=1>CS(C)=O.O.[Pd](Cl)Cl>[Cl:60][C:58]1[CH:57]=[C:56]([F:61])[C:55]([C:62]2[N:66]=[C:65]([CH3:67])[O:64][N:63]=2)=[C:54]([C:2]2[CH:3]=[N:4][C:5]3[CH:6]([NH:11][C:12]([C:14]4([NH:17][C:18](=[O:23])[C:19]([F:22])([F:21])[F:20])[CH2:16][CH2:15]4)=[O:13])[CH2:7][CH2:8][C:9]=3[CH:10]=2)[CH:59]=1 |f:1.2,4.5.6|. Procedure: 1-(2,2,2-trifluoro-acetylamino)-cyclopropanecarboxylic acid ((rac)-3-bromo-6,7-dihydro-5H-[1]pyrindin-7-yl)-amide (intermediate A-5) (0.2 g, 510 μmol), potassium acetate (150 mg, 1.53 mmol) and 4,4,4′,4′,5,5,5′,5′-octamethyl-2,2′-bi(1,3,2-dioxaborolane) (155 mg, 612 μmol) were dissolved in DMSO (8.0 ml). The reaction vessel was closed and evacuated, then charged with argon; this procedure was repeated five times. After 10 minutes (1,1′-bis-diphenylphosphino)-ferrocene)palladium-(II)dichloride (1... Reactants: BrC1=CC=C(C=C1)C(O)C1=CC(=CC=C1)OC ((4-bromophenyl)(3-methoxyphenyl)-methanol), S(=O)(Cl)Cl (thionyl chloride). Solvent: ClCCl (dichloromethane). Reaction conditions: time 8 hour. Product: BrC1=CC=C(C(C2=CC(=CC=C2)OC)Cl)C=C1 (4-bromo-3'-methoxybenzhydryl chloride). RXN SMILES: [Br:1][C:2]1[CH:7]=[CH:6][C:5]([CH:8]([C:10]2[CH:15]=[CH:14][CH:13]=[C:12]([O:16][CH3:17])[CH:11]=2)O)=[CH:4][CH:3]=1.S(Cl)([Cl:20])=O>ClCCl>[Br:1][C:2]1[CH:7]=[CH:6][C:5]([CH:8]([Cl:20])[C:10]2[CH:15]=[CH:14][CH:13]=[C:12]([O:16][CH3:17])[CH:11]=2)=[CH:4][CH:3]=1. Procedure: The crude alcohol from above (6.5 g, 22 mmole) was dissolved in 50 ml of dichloromethane, and 2.4 ml (33 mmole) of thionyl chloride was added dropwise at room temperature. The reaction was allowed to stir overnight and the solvent was removed under vacuum. The crude product was redissolved in 50 ml of toluene and the solvent was again removed under vacuum in order to eliminate excess thionyl chloride, providing 6.85 g of crude 4-bromo-3'-methoxybenzhydryl chloride as a dark oil.